Task: describe an organic reaction: reactants, conditions, products, and yield. Dataset: the Open Reaction Database (ORD), a public repository of structured organic reaction records The reactants are O=C(Cl)OCC(Cl)(Cl)Cl, C1CCOC1, Nc1cc(-c2ccccc2)no1, c1ccncc1. The product is O=C(Nc1cc(-c2ccccc2)no1)OCC(Cl)(Cl)Cl. As a reaction SMILES: [Cl:19][C:20](=[O:21])[O:22][CH2:23][C:24]([Cl:25])([Cl:26])[Cl:27].[O:28]1[CH2:29][CH2:30][CH2:31][CH2:32]1.[c:1]1(-[c:7]2[n:8][o:9][c:10]([NH2:12])[cH:11]2)[cH:2][cH:3][cH:4][cH:5][cH:6]1.[cH:13]1[cH:14][cH:15][n:16][cH:17][cH:18]1>>[c:1]1(-[c:7]2[n:8][o:9][c:10]([NH:12][C:20](=[O:21])[O:22][CH2:23][C:24]([Cl:25])([Cl:26])[Cl:27])[cH:11]2)[cH:2][cH:3][cH:4][cH:5][cH:6]1. Starting materials: C=O (Paraformaldehyde), Cl.IC1=CC2=C(C(=CO2)CCN)C=C1 (2-(6-iodo-1-benzofuran-3-yl)ethanamine hydrochloride). Reagents/catalysts: C=O (paraformaldehyde). Solvent: Cl (HCl). Conditions: temperature 70 celsius, time 2 hour. The product is IC1=CC2=C(C=C1)C1=C(CNCC1)O2 (7-iodo-1,2,3,4-tetrahydro[1]benzofuro[2,3-c]pyridine). The yield is 103.8%. As a reaction SMILES: [CH2:1]=O.Cl.[I:4][C:5]1[CH:16]=[CH:15][C:8]2[C:9]([CH2:12][CH2:13][NH2:14])=[CH:10][O:11][C:7]=2[CH:6]=1>Cl.C=O>[I:4][C:5]1[CH:16]=[CH:15][C:8]2[C:9]3[CH2:12][CH2:13][NH:14][CH2:1][C:10]=3[O:11][C:7]=2[CH:6]=1 |f:1.2|. Procedure details: Paraformaldehyde (8.9 g, 0.297 mol) was added to a solution of 2-(6-iodo-1-benzofuran-3-yl)ethanamine hydrochloride (80 g; 0.247 mol) in 1N HCl (500 mL) under N2. After 2 h stirring at 70° C., another portion of paraformaldehyde (740 mg) was added. The reaction mixture was cooled down to r.t., filtered, the resulting solid was washed with 1N HCl (100 mL), dried overnight under house vacuum to afford 76.7 g of the title product as a hydrochloric acid salt. 1H-NMR (400 MHz, CDCl3): δ 2.06 (bt, 2H)... Starting materials: O=C([O-])[O-], CC#N, FC(F)(F)c1ccnc(Cl)c1, [K+], [K+], O, COC(=O)c1ccc(O)cc1. The product is COC(=O)c1ccc(Oc2cc(C(F)(F)F)ccn2)cc1. As a reaction SMILES: [C:23](=[O:24])([O-:25])[O-:26].[CH3:30][C:31]#[N:32].[Cl:1][c:2]1[n:3][cH:4][cH:5][c:6]([C:8]([F:9])([F:10])[F:11])[cH:7]1.[K+:27].[K+:28].[OH2:29].[OH:12][c:13]1[cH:14][cH:15][c:16]([C:19](=[O:20])[O:21][CH3:22])[cH:17][cH:18]1>>[c:2]1([O:12][c:13]2[cH:14][cH:15][c:16]([C:19](=[O:20])[O:21][CH3:22])[cH:17][cH:18]2)[n:3][cH:4][cH:5][c:6]([C:8]([F:9])([F:10])[F:11])[cH:7]1. Reactants: C1CCOC1, CI, CCCC(CN1CCC(O)CC1)N(C)C(=O)c1ccc(Cl)cc1, [H-], [Na+]. Product: CCCC(CN1CCC(OC)CC1)N(C)C(=O)c1ccc(Cl)cc1. Reaction SMILES: [CH2:28]1[O:29][CH2:30][CH2:31][CH2:32]1.[CH3:26][I:27].[Cl:3][c:4]1[cH:5][cH:6][c:7]([C:8](=[O:9])[N:10]([CH3:11])[CH:12]([CH2:13][N:14]2[CH2:15][CH2:16][CH:17]([OH:20])[CH2:18][CH2:19]2)[CH2:21][CH2:22][CH3:23])[cH:24][cH:25]1.[H-:2].[Na+:1]>>[Cl:3][c:4]1[cH:5][cH:6][c:7]([C:8](=[O:9])[N:10]([CH3:11])[CH:12]([CH2:13][N:14]2[CH2:15][CH2:16][CH:17]([O:20][CH3:26])[CH2:18][CH2:19]2)[CH2:21][CH2:22][CH3:23])[cH:24][cH:25]1. Reported procedure: A mixture of 18 g (0.07 mmol) of ethyl 6,7-dihydro-9-hydroxypyrido[1,2-a]indole-8-carboxylate and 13.3 g of 0.21 mmol) of ammonium formate in 300 ml of ethanol is treated under a nitrogen atmosphere with 2.2 g of 10% palladium/charcoal and heated to reflux temperature for 4 hours. The resulting suspension is cooled to room temperature, filtered and the solid is washed with 50 ml of ethanol and twice with 50 ml of methylene chloride, each time. Then, the filtrate and the washings are evaporated a... Yields the product OC1C(CCN2C1=CC1=CC=CC=C21)C(=O)OCC (ethyl 6,7,8,9-tetrahydro-9-hydroxypyrido[1,2-a]indole-8-carboxylate). RXN SMILES: [OH:1][C:2]1[C:7]2=[CH:8][C:9]3[C:14]([N:6]2[CH2:5][CH2:4][C:3]=1[C:15]([O:17][CH2:18][CH3:19])=[O:16])=[CH:13][CH:12]=[CH:11][CH:10]=3.C([O-])=O.[NH4+]>C(O)C.[Pd]>[OH:1][CH:2]1[C:7]2=[CH:8][C:9]3[C:14]([N:6]2[CH2:5][CH2:4][CH:3]1[C:15]([O:17][CH2:18][CH3:19])=[O:16])=[CH:13][CH:12]=[CH:11][CH:10]=3 |f:1.2|. Isolated yield 96413.3%. Run in C(C)O (ethanol). Reactants: OC1=C(CCN2C1=CC1=CC=CC=C21)C(=O)OCC (ethyl 6,7-dihydro-9-hydroxypyrido[1,2-a]indole-8-carboxylate), C(=O)[O-].[NH4+] (ammonium formate). The reagents and catalysts are [Pd] (palladium/charcoal). Starting materials: O=C(CCC1=NC=CC=C1)NNC(=O)N1C2=C(OC3=C(C1)C=CC=C3)C=CC(=C2)Cl (8-chlorodibenz[b,f][1,41oxazepine-10(11H)-carboxylic acid, 2-[1-oxo-3-(2-pyridinyl)propyl]hydrazide), O1C(=CC=C1)CSCCC(=O)NN (3-[(2-furanylmethyl)thio]propanoic acid, hydrazide), ClC1=CC2=C(OC3=C(CN2C(=O)Cl)C=CC=C3)C=C1 (8-chlorodibenz[b,f][1,4]-oxazepine-10(11H)carbonyl chloride). The product is O1C(=CC=C1)CSCCC(=O)NNC(=O)N1C2=C(OC3=C(C1)C=CC=C3)C=CC(=C2)Cl (8-chlorodibenz[b,f][1,41oxazepine-10(11H)-carboxylic acid, 2-[3-[(2-furanylmethyl)thio]-1-oxopropyl]hydrazide). Reaction SMILES: [O:1]=[C:2]([NH:11][NH:12][C:13]([N:15]1[CH2:21][C:20]2[CH:22]=[CH:23][CH:24]=[CH:25][C:19]=2[O:18][C:17]2[CH:26]=[CH:27][C:28]([Cl:30])=[CH:29][C:16]1=2)=[O:14])[CH2:3][CH2:4]C1C=CC=CN=1.[O:31]1[CH:35]=[CH:34][CH:33]=[C:32]1[CH2:36][S:37]CCC(NN)=O.ClC1C=CC2OC3C=CC=CC=3CN(C(Cl)=O)C=2C=1>>[O:31]1[CH:35]=[CH:34][CH:33]=[C:32]1[CH2:36][S:37][CH2:4][CH2:3][C:2]([NH:11][NH:12][C:13]([N:15]1[CH2:21][C:20]2[CH:22]=[CH:23][CH:24]=[CH:25][C:19]=2[O:18][C:17]2[CH:26]=[CH:27][C:28]([Cl:30])=[CH:29][C:16]1=2)=[O:14])=[O:1]. Procedure details: 8-chlorodibenz[b,f][1,41oxazepine-10(11H)-carboxylic acid, 2-[3-[(2-furanylmethyl)thio]-1-oxopropyl]hydrazide (13) was prepared in the manner 8-chlorodibenz[b,f]oxazepine-10(11H)-carboxylic acid, 2-[1-oxo-3-(2-pyridinyl)propyl]hydrazide (6) was prepared, as described above in Example 6, from 3-[(2-furanylmethyl)thio]propanoic acid, hydrazide (12), prepared as described above in Example 12, and 8-chlorodibenz[b,f][1,4]-oxazepine-10(11H)-carbonyl chloride (2), prepared as described above in Exampl...